This data is from the Open Reaction Database (ORD), a public repository of structured organic reaction records. The task is: describe an organic reaction: reactants, conditions, products, and yield Reactants: BrCCCBr (1,3-dibromopropane), C[O-].[Na+] (sodium methoxide), [Na] (sodium), ClC1=CC=C(C=C1)C1=CC=C(C=C1)O (4-(4-chlorophenyl)phenol). Solvent: CO (methanol), CO (methanol). The product is ClC1=CC=C(C=C1)C1=CC=C(OCCCBr)C=C1 (3-[4-(4-chlorophenyl)phenoxy]propyl bromide). RXN SMILES: C[O-].[Na+].[Na].[Cl:5][C:6]1[CH:11]=[CH:10][C:9]([C:12]2[CH:17]=[CH:16][C:15]([OH:18])=[CH:14][CH:13]=2)=[CH:8][CH:7]=1.[Br:19][CH2:20][CH2:21][CH2:22]Br>CO>[Cl:5][C:6]1[CH:7]=[CH:8][C:9]([C:12]2[CH:17]=[CH:16][C:15]([O:18][CH2:22][CH2:21][CH2:20][Br:19])=[CH:14][CH:13]=2)=[CH:10][CH:11]=1 |f:0.1,^1:3|. Reported procedure: A methanolic solution of sodium methoxide prepared by dissolving sodium (35.7 g) in anhydrous methanol (300 ml) was treated with 4-(4-chlorophenyl)phenol (311 g) and the resulting solution was added to a stirred solution of 1,3-dibromopropane (850 ml) in anhydrous methanol (500 ml) at reflux during a period of 6 hours. The mixture was stirred at reflux for a further period of 18 hours and was then evaporated to dryness in vacuo. The crystalline residue was triturated with petroleum ether (b.p. 4... The reactants are O=C1CCC(=O)N1Br, CC(=O)O, ClCCCl, Cc1c(-c2ccnc3cc(Cl)ccc23)c2cc(Cl)ccc2n1CC(=O)O. Yields the product CC(=O)OCc1c(-c2ccnc3cc(Cl)ccc23)c2cc(Cl)ccc2n1CC(=O)O. Reaction SMILES: [Br:1][N:2]1[C:3](=[O:4])[CH2:5][CH2:6][C:7]1=[O:8].[CH3:35][C:36]([OH:37])=[O:38].[Cl:39][CH2:40][CH2:41][Cl:42].[Cl:9][c:10]1[cH:11][c:12]2[c:13](-[c:24]3[cH:25][cH:26][n:27][c:28]4[cH:29][c:30]([Cl:34])[cH:31][cH:32][c:33]34)[c:14]([CH3:23])[n:15]([CH2:19][C:20](=[O:21])[OH:22])[c:16]2[cH:17][cH:18]1>>[Cl:9][c:10]1[cH:11][c:12]2[c:13](-[c:24]3[cH:25][cH:26][n:27][c:28]4[cH:29][c:30]([Cl:34])[cH:31][cH:32][c:33]34)[c:14]([CH2:23][O:38][C:36]([CH3:35])=[O:37])[n:15]([CH2:19][C:20](=[O:21])[OH:22])[c:16]2[cH:17][cH:18]1. The reactants are C1(=CC=CC=C1)C=1CCN(CC1)CCCN1C(C2=CC=CC=C2C1O)=O (2-[3-(4-phenyl-1,2,3,6-tetrahydro-1-pyridyl)propyl]-3-hydroxy1-isoindolinone), NC1=NC=CC=C1 (2-aminopyridine). The reagents and catalysts are C1(=CC=C(C=C1)S(=O)(=O)O)C (Para-toluenesulphonic acid). The solvent is C=1(C(=CC=CC1)C)C (xylene). Run at time 5 hour. Yields the product N1=C(C=CC=C1)NC1N(C(C2=CC=CC=C12)=O)CCCN1CCC(=CC1)C1=CC=CC=C1 (3-(2-pyridylamino)-2-[3-(4-phenyl-1,2,3,6-tetrahydro-1-pyridyl)propyl]-1-isoindolinone). The yield is 50.6%. RXN SMILES: [C:1]1([C:7]2[CH2:8][CH2:9][N:10]([CH2:13][CH2:14][CH2:15][N:16]3[CH:24]([OH:25])[C:23]4[C:18](=[CH:19][CH:20]=[CH:21][CH:22]=4)[C:17]3=O)[CH2:11][CH:12]=2)[CH:6]=[CH:5][CH:4]=[CH:3][CH:2]=1.[NH2:27][C:28]1[CH:33]=[CH:32][CH:31]=[CH:30][N:29]=1>C1(C)C(C)=CC=CC=1.C1(C)C=CC(S(O)(=O)=O)=CC=1>[N:29]1[CH:30]=[CH:31][CH:32]=[CH:33][C:28]=1[NH:27][CH:17]1[C:18]2[C:23](=[CH:22][CH:21]=[CH:20][CH:19]=2)[C:24](=[O:25])[N:16]1[CH2:15][CH2:14][CH2:13][N:10]1[CH2:11][CH:12]=[C:7]([C:1]2[CH:2]=[CH:3][CH:4]=[CH:5][CH:6]=2)[CH2:8][CH2:9]1. Reported procedure: Para-toluenesulphonic acid (50 mg) is added to an agitated solution of 2-[3-(4-phenyl-1,2,3,6-tetrahydro-1-pyridyl)propyl]-3-hydroxy1-isoindolinone (6 g) and 2-aminopyridine (2 g) in xylene (150 cc) at a temperature close to 20° C. in a Dean Stark apparatus. Agitation is continued for 5 hours at a temperature close to 135° C. After cooling to a temperature close to 20° C., the solution is washed with aqueous sodium bicarbonate solution (2×100 cc) then with distilled water (2×50 cc). The organic ... Reactants: C(C)(=O)O[C@H]1[C@@H]([C@@H](O[C@@H]1COC(C1=CC=CC=C1)=O)N1C(=O)N=C(N)C(=C1)F)F (1-(3-O-acetyl-5-O-benzoyl-2-deoxy-2-fluoro-β-D-arabinofuranosyl)-5-fluorocytosine), C(C)(=O)O (acetic acid). Product: C(C)(=O)O[C@H]1[C@@H]([C@@H](O[C@@H]1COC(C1=CC=CC=C1)=O)N1C(=O)NC(=O)C(=C1)F)F (1-(3-O-acetyl-5-O-benzoyl-2-deoxy-2-fluoro-β-D-arabinofuranosyl)-5-fluorouracil). Reaction SMILES: [C:1]([O:4][C@@H:5]1[C@@H:9]([CH2:10][O:11][C:12](=[O:19])[C:13]2[CH:18]=[CH:17][CH:16]=[CH:15][CH:14]=2)[O:8][C@@H:7]([N:20]2[CH:27]=[C:26]([F:28])[C:24](N)=[N:23][C:21]2=[O:22])[C@H:6]1[F:29])(=[O:3])[CH3:2].C(O)(=[O:32])C>>[C:1]([O:4][C@@H:5]1[C@@H:9]([CH2:10][O:11][C:12](=[O:19])[C:13]2[CH:18]=[CH:17][CH:16]=[CH:15][CH:14]=2)[O:8][C@@H:7]([N:20]2[CH:27]=[C:26]([F:28])[C:24](=[O:32])[NH:23][C:21]2=[O:22])[C@H:6]1[F:29])(=[O:3])[CH3:2]. Procedure: A mixture of 1-(3-O-acetyl-5-O-benzoyl-2-deoxy-2-fluoro-β-D-arabinofuranosyl)-5-fluorocytosine (650 mg) in 80% acetic acid (50 ml) is heated under reflux for 48 hours. After removal of the solvent in vacuo the residue is chromatographed over a column of silica gel G60 (22×2 cm) using CHCl3 :MeOH (30:1 v/v as the eluent. Each fraction is checked by tlc and the appropriate fractions are collected and evaporated in vacuo, and the residue is crystallized from ethanol to give pure 1-(3-O-acetyl-5-O-b... Starting materials: CCOC(=O)Cn1nc(Cc2c(Cl)cncc2Cl)c2ccc(OC)cc2c1=O, CCO, [Na+], [OH-]. Product: COc1ccc2c(Cc3c(Cl)cncc3Cl)nn(CC(=O)O)c(=O)c2c1. Reaction SMILES: [CH2:1]([CH3:2])[O:3][C:4]([CH2:5][n:6]1[c:7](=[O:27])[c:8]2[cH:9][c:10]([O:25][CH3:26])[cH:11][cH:12][c:13]2[c:14]([CH2:16][c:17]2[c:18]([Cl:24])[cH:19][n:20][cH:21][c:22]2[Cl:23])[n:15]1)=[O:28].[CH3:31][CH2:32][OH:33].[Na+:30].[OH-:29]>>[O:3]=[C:4]([CH2:5][n:6]1[c:7](=[O:27])[c:8]2[cH:9][c:10]([O:25][CH3:26])[cH:11][cH:12][c:13]2[c:14]([CH2:16][c:17]2[c:18]([Cl:24])[cH:19][n:20][cH:21][c:22]2[Cl:23])[n:15]1)[OH:28].